This data is from the Open Reaction Database (ORD), a public repository of structured organic reaction records. The task is: describe an organic reaction: reactants, conditions, products, and yield Starting materials: ClC1=CC=CC=2SC=C(C21)NC2=CC=NC=C2 (4-chloro-3-[(4-pyridinyl)amino]benzo[b]thiophene), [H-].[Na+] (NaH), ClCCCC1=NOC2=C1C=CC(=C2)F (3-(3-chloropropyl)-6-fluorobenzisoxazole). Run in CN(C)C=O (DMF). Conditions: temperature 70 celsius. Product: ClC1=CC=CC=2SC=C(C21)N(C2=CC=NC=C2)CCCC2=NOC1=C2C=CC(=C1)F (4-Chloro-3-[(3-{6-fluoro-3-benzisoxazolyl}propyl)(4-pyridinyl)amino]-benzo[b]thiophene). Isolated yield 36.3%. Reaction SMILES: [Cl:1][C:2]1[C:10]2[C:9]([NH:11][C:12]3[CH:17]=[CH:16][N:15]=[CH:14][CH:13]=3)=[CH:8][S:7][C:6]=2[CH:5]=[CH:4][CH:3]=1.[H-].[Na+].Cl[CH2:21][CH2:22][CH2:23][C:24]1[C:28]2[CH:29]=[CH:30][C:31]([F:33])=[CH:32][C:27]=2[O:26][N:25]=1>CN(C=O)C>[Cl:1][C:2]1[C:10]2[C:9]([N:11]([CH2:21][CH2:22][CH2:23][C:24]3[C:28]4[CH:29]=[CH:30][C:31]([F:33])=[CH:32][C:27]=4[O:26][N:25]=3)[C:12]3[CH:17]=[CH:16][N:15]=[CH:14][CH:13]=3)=[CH:8][S:7][C:6]=2[CH:5]=[CH:4][CH:3]=1 |f:1.2|. Procedure details: A solution of 4-chloro-3-[(4-pyridinyl)amino]benzo[b]thiophene (2.26 g, 8.67 mmole) in 25 mL DMF was added to a suspension of NaH (0.416 g of 60% in oil, 10.4 mmole, washed with heptane). To this mixture was added 3-(3-chloropropyl)-6-fluorobenzisoxazole (2.04 g, 9.53 mmole) and the reaction mixture was heated at 70° C. for 3 hours. The reaction mixture was quenched into water and extracted with ethyl acetate (3×). The organics were washed with water and dried (MgSO4). The compound was purified ... Reactants: Cc1ccccc1, Oc1ccc(O)c(OCC(O)c2ccccc2)c1. As a reaction SMILES: [CH3:19][c:20]1[cH:21][cH:22][cH:23][cH:24][cH:25]1.[OH:1][CH:2]([CH2:3][O:4][c:5]1[c:6]([OH:12])[cH:7][cH:8][c:9]([OH:11])[cH:10]1)[c:13]1[cH:14][cH:15][cH:16][cH:17][cH:18]1>>[CH:2]1([c:13]2[cH:14][cH:15][cH:16][cH:17][cH:18]2)[CH2:3][O:4][c:5]2[c:6]([cH:7][cH:8][c:9]([OH:11])[cH:10]2)[O:12]1. The product is Oc1ccc2c(c1)OCC(c1ccccc1)O2. Reactants: ClC1=C(C(=CC=C1)F)CCl (1-chloro-2-(chloromethyl)-3-fluorobenzene), resultant mixture, O (water), [OH-].[K+] (potassium hydroxide), NC=1SC2=C(N1)C=CC(=C2)O (2-amino-1,3-benzothiazol-6-ol). Solvent: CN(C=O)C (N,N-dimethylformamide), CN(C=O)C (N,N-dimethylformamide). Run at time 1 hour. The product is ClC1=C(COC2=CC3=C(N=C(S3)N)C=C2)C(=CC=C1)F (6-[(2-chloro-6-fluorobenzyl)oxy]-1,3-benzothiazol-2-amine). The yield is 18.2%. Reaction SMILES: [OH-].[K+].[NH2:3][C:4]1[S:5][C:6]2[CH:12]=[C:11]([OH:13])[CH:10]=[CH:9][C:7]=2[N:8]=1.[Cl:14][C:15]1[CH:20]=[CH:19][CH:18]=[C:17]([F:21])[C:16]=1[CH2:22]Cl.O>CN(C)C=O>[Cl:14][C:15]1[CH:20]=[CH:19][CH:18]=[C:17]([F:21])[C:16]=1[CH2:22][O:13][C:11]1[CH:10]=[CH:9][C:7]2[N:8]=[C:4]([NH2:3])[S:5][C:6]=2[CH:12]=1 |f:0.1|. Procedure details: add 337 mg of anhydrous potassium hydroxide to a solution of 1 g of 2-amino-1,3-benzothiazol-6-ol in 5 cm3 of N,N-dimethylformamide. After stirring for one hour at a temperature close to 20° C., a solution of 1.08 g of 1-chloro-2-(chloromethyl)-3-fluorobenzene in 2 cm3 of N,N-dimethylformamide is added dropwise. Stir the resultant mixture for about twenty hours at about 20° C. The reaction mixture is poured into 30 cm3 of water, and extracted three times with 50 cm3 of dichloromethane. The organ... The reactants are C(C)(C)(C)OC(=O)N1C2CC(C(C1)C2)O (5-hydroxy-2-aza-bicyclo[2.2.1]heptane-2-carboxylic acid tert-butyl ester), [H-].[Na+] (sodium hydride), [H-].[Na+] (sodium hydride), ClC=1N=C(C2=C(N1)SC=C2C2=CC=CC=C2)N2C1COCC2CC1 (8-(2-chloro-5-phenyl-thieno[2,3-d]pyrimidin-4-yl)-3-oxa-8-azabicyclo[3.2.1]octane), [H-].[Na+] (Sodium hydride), C(C)(C)(C)OC(=O)N1C2CC(C(C1)C2)O (5-hydroxy-2-aza-bicyclo[2.2.1]heptane-2-carboxylic acid tert-butyl ester), CO (methanol). Run in C1CCOC1 (THF), C1CCOC1 (THF). Reaction conditions: time 10 minute. Product: C(C)(C)(C)OC(=O)N1C2CC(C(C1)C2)OC=2N=C(C1=C(N2)SC=C1C1=CC=CC=C1)N1C2COCC1CC2 (tert-butyl-5-[4-(3-oxa-8-azabicyclo[3.2.1]octan-8-yl)-5-phenyl-thieno[2,3-d]pyrimidin-2-yl]oxy-2-azabicyclo[2.2.1]heptane-2-carboxylate). The yield is 162.2%. RXN SMILES: [H-].[Na+].[C:3]([O:7][C:8]([N:10]1[CH2:15][CH:14]2[CH2:16][CH:11]1[CH2:12][CH:13]2[OH:17])=[O:9])([CH3:6])([CH3:5])[CH3:4].Cl[C:19]1[N:20]=[C:21]([N:34]2[CH:39]3[CH2:40][CH2:41][CH:35]2[CH2:36][O:37][CH2:38]3)[C:22]2[C:27]([C:28]3[CH:33]=[CH:32][CH:31]=[CH:30][CH:29]=3)=[CH:26][S:25][C:23]=2[N:24]=1.CO>C1COCC1>[C:3]([O:7][C:8]([N:10]1[CH2:15][CH:14]2[CH2:16][CH:11]1[CH2:12][CH:13]2[O:17][C:19]1[N:20]=[C:21]([N:34]2[CH:35]3[CH2:41][CH2:40][CH:39]2[CH2:38][O:37][CH2:36]3)[C:22]2[C:27]([C:28]3[CH:29]=[CH:30][CH:31]=[CH:32][CH:33]=3)=[CH:26][S:25][C:23]=2[N:24]=1)=[O:9])([CH3:6])([CH3:4])[CH3:5] |f:0.1|. Procedure: Sodium hydride (0.02481 g, 0.6203 mmol, 60 mass %) was added to a solution of 5-hydroxy-2-aza-bicyclo[2.2.1]heptane-2-carboxylic acid tert-butyl ester (0.1023 g, 0.4652 mmol) in dry THF (2 mL). The mixture was stirred for 10 min and then a solution of 8-(2-chloro-5-phenyl-thieno[2,3-d]pyrimidin-4-yl)-3-oxa-8-azabicyclo[3.2.1]octane (0.111 g, 0.3101 mmol) in dry THF (3 mL) was added. The mixture was stirred overnight at room temperature. A second batch of sodium hydride (0.02481 g, 0.6203 mmol, 6... Starting materials: N1(C=NC=C1)C(=O)NCCOC(C(=C)C)=O (2-Methyl-acrylic acid 2-[(imidazole-1-carbonyl)-amino]-ethyl ester), ClCl (chlorine), CS(=O)(=O)O (methane sulfonic acid), N1(C=NC=C1)C(=O)NCCOC(C(=C)C)=O (2-Methyl-acrylic acid 2-[(imidazole-1-carbonyl)-amino]-ethyl ester). Product: N(=C=O)CCOC(C(=C)C)=O (2-Methyl-acrylic acid 2-isocyanato-ethyl ester). RXN SMILES: N1([C:6]([NH:8][CH2:9][CH2:10][O:11][C:12](=[O:16])[C:13]([CH3:15])=[CH2:14])=[O:7])C=CN=C1.CS(O)(=O)=O.ClCl>>[N:8]([CH2:9][CH2:10][O:11][C:12](=[O:16])[C:13]([CH3:15])=[CH2:14])=[C:6]=[O:7]. Reported procedure: This substance was synthesized according to the procedure described in Example 4, second step. 2-Methyl-acrylic acid 2-[(imidazole-1-carbonyl)-amino]-ethyl ester was used from Example 5. Dry methane sulfonic acid was used to protononate and decompose the 2-Methyl-acrylic acid 2-[(imidazole-1-carbonyl)-amino]-ethyl ester. 39.1 g MOI were received after fractionation (62.1% of theory); purity of 97.5%; residual chlorine: not detectable. Starting materials: OCC(CO)(CO)CO (pentaerythritol), Br (HBr), Br (HBr), Br (HBr). The solvent is C(C)(=O)O (acetic acid). Reaction conditions: time 3 hour. Product: OCC(CBr)(CO)CO (2,2-Bis(hydroxymethyl)-3-hydroxypropyl bromide). The yield is 50.0%. RXN SMILES: [OH:1][CH2:2][C:3]([CH2:8][OH:9])([CH2:6][OH:7])[CH2:4]O.[BrH:10]>C(O)(=O)C>[OH:1][CH2:2][C:3]([CH2:8][OH:9])([CH2:6][OH:7])[CH2:4][Br:10]. Procedure: 200 g (1.47 mol) of pentaerythritol (PE), 1.51 of glacial acetic acid and 17 ml of 48% HBr are refluxed for 1.5 h. A further 170 ml of 48% HBr are added and the reaction mixture is then boiled for another 3 h. The same procedure is repeated with the addition of 96 ml of HBr. The glacial acetic acid and water are then distilled off completely, 750 ml of 98% ethanol and 50 ml of 48% HBr are added to the viscous residue and approx. 500 ml of ethanol are removed by slow distillation. A further 750 m...